Dataset: the Open Reaction Database (ORD), a public repository of structured organic reaction records. Task: describe an organic reaction: reactants, conditions, products, and yield Reactants: [OH-].[K+] (KOH), C(CCC)OC(CCC1=CCC(CC1)(C)C)=O (3-(4,4-Dimethyl-cyclohex-1-enyl)-propionic acid butyl ester), C1(=CC=CC=C1)C (toluene), C[SiH](C)O.C[Si](C)(C)C.C[Si](C)(C)O (PMHS). The reagents and catalysts are [Zn+2].C(C)C(C(=O)[O-])CC.C(C)C(C(=O)[O-])CC (diethylacetate zinc). Run in CO (methanol). Conditions: time 1 hour. Yields the product CC1(CC=C(CC1)CCCO)C (3-(4,4-Dimethyl-cyclohex-1-enyl)-propan-1-ol). The yield is 89.0%. RXN SMILES: C([O:5][C:6](=O)[CH2:7][CH2:8][C:9]1[CH2:14][CH2:13][C:12]([CH3:16])([CH3:15])[CH2:11][CH:10]=1)CCC.C1(C)C=CC=CC=1.C[SiH](O)C.C[Si](C)(C)C.C[Si](O)(C)C.[OH-].[K+]>[Zn+2].C(C(CC)C([O-])=O)C.C(C(CC)C([O-])=O)C.CO>[CH3:15][C:12]1([CH3:16])[CH2:13][CH2:14][C:9]([CH2:8][CH2:7][CH2:6][OH:5])=[CH:10][CH2:11]1 |f:2.3.4,5.6,7.8.9|. Procedure details: 3-(4,4-Dimethyl-cyclohex-1-enyl)-propionic acid butyl ester (277.0 g, 1.10 mol, purity: 95%), toluene (140 g) and diethylacetate zinc complex (13.85 g, 5% w/w ester) were charged in a 2 1 reactor. The pot temperature was risen to 105° C. and PMHS (Polymethylhydroxysilane, 149.0 g, 2.48 mol) was introduced over the course of 3 hours. Stirring was continued for 1 hour and then the pot temperature was decreased to 40° C. The reaction mixture was put in a dropping funnel and the 2 1 reactor charged ... The reactants are FC=1C=C(C=CC1C(F)(F)F)C1CC(CN(C1)C(=O)OC1=CC=C(C=C1)[N+](=O)[O-])C(=O)OC (3-Methyl 1-(4-nitrophenyl) 5-[3-fluoro-4-(trifluoromethyl)phenyl]piperidine-1,3-dicarboxylate), N1CCSCC1 (thiomorpholine), C(C)(C)N(C(C)C)CC (N,N-diisopropylethylamine), CN1C(CCC1)=O (1-methyl-2-pyrrolidone). Run in C(C)(=O)OCC (ethyl acetate), O (water). Reaction conditions: temperature 150 celsius. The product is FC=1C=C(C=CC1C(F)(F)F)C1CC(CN(C1)C(=O)N1CCSCC1)C(=O)OC (Methyl 5-[3-fluoro-4-(trifluoromethyl)phenyl]-1-(thiomorpholin-4-ylcarbonyl)piperidine-3-carboxylate). Reaction SMILES: [F:1][C:2]1[CH:3]=[C:4]([CH:12]2[CH2:17][N:16]([C:18]([O:20]C3C=CC([N+]([O-])=O)=CC=3)=O)[CH2:15][CH:14]([C:30]([O:32][CH3:33])=[O:31])[CH2:13]2)[CH:5]=[CH:6][C:7]=1[C:8]([F:11])([F:10])[F:9].[NH:34]1[CH2:39][CH2:38][S:37][CH2:36][CH2:35]1.C(N(CC)C(C)C)(C)C.CN1CCCC1=O>C(OCC)(=O)C.O>[F:1][C:2]1[CH:3]=[C:4]([CH:12]2[CH2:17][N:16]([C:18]([N:34]3[CH2:39][CH2:38][S:37][CH2:36][CH2:35]3)=[O:20])[CH2:15][CH:14]([C:30]([O:32][CH3:33])=[O:31])[CH2:13]2)[CH:5]=[CH:6][C:7]=1[C:8]([F:11])([F:9])[F:10]. Procedure details: 651 mg (1.38 mmol) of the compound from Example 83A, 0.99 g (9.69 mmol) of thiomorpholine and 0.84 ml (0.63 g, 4.84 mmol) of N,N-diisopropylethylamine were added to 9 ml of 1-methyl-2-pyrrolidone and heated in a single-mode microwave (Emrys Optimizer) at 150° C. for 1 h. For workup, the reaction solution was admixed with water. After addition of ethyl acetate and phase separation, the organic phase was washed with aqueous 1 N hydrochloric acid solution, dried (magnesium sulphate), filtered and c... Starting materials: ClCC(=O)N[C@]1(N(C[C@H](C1)SC(C1=CC=CC=C1)(C1=CC=CC=C1)C1=CC=CC=C1)C(=O)OCC1=CC=C(C=C1)[N+](=O)[O-])C ((2S,4S)-2-(chloroacetylamino)-methyl-1-(4-nitrobenzyloxycarbonyl)-4-(triphenylmethylthio)-pyrrolidine), [O-]C#N.[K+] (potassium cyanate), C(C)#N (acetonitrile), C(C)(=O)OCC (ethyl acetate). The reagents and catalysts are [I-].C(CCC)[N+](CCCC)(CCCC)CCCC (tetra-n-butylammonium iodide). Product: O=C1N(C(CN1)=O)C[C@H]1N(C[C@H](C1)SC(C1=CC=CC=C1)(C1=CC=CC=C1)C1=CC=CC=C1)C(=O)OCC1=CC=C(C=C1)[N+](=O)[O-] ((2S,4S)-2-(2,5-dioxoimidazolidin-1-yl)methyl-1-(4-nitrobenzyloxycarbonyl)-4-(triphenylmethylthio)pyrrolidine). Reaction SMILES: ClCC(N[C@:6]1([CH3:44])[CH2:10][C@H:9]([S:11][C:12]([C:25]2[CH:30]=[CH:29][CH:28]=[CH:27][CH:26]=2)([C:19]2[CH:24]=[CH:23][CH:22]=[CH:21][CH:20]=2)[C:13]2[CH:18]=[CH:17][CH:16]=[CH:15][CH:14]=2)[CH2:8][N:7]1[C:31]([O:33][CH2:34][C:35]1[CH:40]=[CH:39][C:38]([N+:41]([O-:43])=[O:42])=[CH:37][CH:36]=1)=[O:32])=O.[O-:45][C:46]#[N:47].[K+].[C:49]([O:52]CC)(=O)[CH3:50].C(#[N:57])C>[I-].C([N+](CCCC)(CCCC)CCCC)CCC>[O:45]=[C:46]1[NH:57][CH2:50][C:49](=[O:52])[N:47]1[CH2:44][C@@H:6]1[CH2:10][C@H:9]([S:11][C:12]([C:13]2[CH:18]=[CH:17][CH:16]=[CH:15][CH:14]=2)([C:25]2[CH:26]=[CH:27][CH:28]=[CH:29][CH:30]=2)[C:19]2[CH:20]=[CH:21][CH:22]=[CH:23][CH:24]=2)[CH2:8][N:7]1[C:31]([O:33][CH2:34][C:35]1[CH:36]=[CH:37][C:38]([N+:41]([O-:43])=[O:42])=[CH:39][CH:40]=1)=[O:32] |f:1.2,5.6|. Procedure: A solution of (2S,4S)-2-(chloroacetylamino)-methyl-1-(4-nitrobenzyloxycarbonyl)-4-(triphenylmethylthio)-pyrrolidine (1.0 g), potassium cyanate (1.3 g) and tetra-n-butylammonium iodide (0.2 g) in acetonitrile (50 ml) was stirred at 60°-80° C. for 8 hours. To a reaction mixture was added ethyl acetate (150 ml) and the organic layer was separated, washed with saturated aqueous sodium chloride, dried over anhydrous magnesium sulfate, and evaporated in vacuo. The resalting residue was chromatographed... Reactants: C(CCCCCCCCCCC)(=O)Cl (lauroyl chloride), CN(CCO)C (2-dimethylaminoethanol). Product: C(CCCCCCCCCCC)(=O)OCCN(C)C (2-dimethylaminoethyl laurate). As a reaction SMILES: [C:1](Cl)(=[O:13])[CH2:2][CH2:3][CH2:4][CH2:5][CH2:6][CH2:7][CH2:8][CH2:9][CH2:10][CH2:11][CH3:12].[CH3:15][N:16]([CH3:20])[CH2:17][CH2:18][OH:19]>>[C:1]([O:19][CH2:18][CH2:17][N:16]([CH3:20])[CH3:15])(=[O:13])[CH2:2][CH2:3][CH2:4][CH2:5][CH2:6][CH2:7][CH2:8][CH2:9][CH2:10][CH2:11][CH3:12]. Procedure: The procedure of Example II is repeated employing lauroyl chloride and 2-dimethylaminoethanol to form 2-dimethylaminoethyl laurate. When the intermediate is quarternized with 1-bromodecane, the softening compound produced is N-(2-dodecanoyloxyethyl)-N,N-dimethyldodecanaminium bromide. As a reaction SMILES: [NH:1]1[C:5]2=[N:6][CH:7]=[CH:8][C:9](N)=[C:4]2[CH:3]=[CH:2]1.N([O-])=O.[Na+].C(OCC)(=O)C.C(=O)([O-])O.[Na+].[F:26][B-](F)(F)F.[H+]>O>[F:26][C:9]1[CH:8]=[CH:7][N:6]=[C:5]2[NH:1][CH:2]=[CH:3][C:4]=12 |f:1.2,4.5,6.7|. Reported procedure: The intermediate, 4-fluoro-1H-pyrrolo[2,3-b]pyridin-5-ol, was prepared as follows. A. The procedure described in J. Org. Chem., 2000, 65, 1158-1174 was followed. A 350-mL oven-dried flask capped with a rubber septum was evacuated and filled with argon. The flask was charged with 4-chloro-1H-pyrrolo[2,3-b]pyridine [20 g, 131 mmol, for preparation see Benoît, S.; Gingras, S. Processes for the preparation of antiviral 7-azaindole derivatives. U.S. Provisional Patent 60/367,401, 2003], sodium tert-b... Run at temperature 0 celsius, time 22 hour. Product: FC1=C2C(=NC=C1)NC=C2 (4-fluoro-1H-pyrrolo[2,3-b]pyridine). Reactants: N1C=CC=2C1=NC=CC2N (1H-Pyrrolo[2,3-b]pyridin-4-ylamine), F[B-](F)(F)F.[H+] (tetrafluoroboric acid), N(=O)[O-].[Na+] (sodium nitrite), C(O)([O-])=O.[Na+] (sodium hydrogen carbonate), C(C)(=O)OCC (Ethyl acetate). The yield is 44.0%. Solvent: O (water), O (water). The reactants are O=Cc1ccccc1O, O=Cc1cccc(O)c1. The product is O=Cc1ccccc1. RXN SMILES: [CH:1](=[O:2])[c:3]1[cH:4][cH:5][cH:6][cH:7][c:8]1[OH:9].[OH:10][c:11]1[cH:12][c:13]([CH:17]=[O:18])[cH:14][cH:15][cH:16]1>>[CH:1](=[O:2])[c:3]1[cH:4][cH:5][cH:6][cH:7][cH:8]1. Starting materials: CCCBr, CN(C)C=O, [H-], [Na+], c1cc(Nc2csc3cnccc23)ccn1. Yields the product CCCN(c1ccncc1)c1csc2cnccc12. RXN SMILES: [Br:19][CH2:20][CH2:21][CH3:22].[CH3:23][N:24]([CH3:25])[CH:26]=[O:27].[H-:17].[Na+:18].[n:1]1[cH:2][cH:3][c:4]([NH:7][c:8]2[cH:9][s:10][c:11]3[cH:12][n:13][cH:14][cH:15][c:16]23)[cH:5][cH:6]1>>[n:1]1[cH:2][cH:3][c:4]([N:7]([c:8]2[cH:9][s:10][c:11]3[cH:12][n:13][cH:14][cH:15][c:16]23)[CH2:20][CH2:21][CH3:22])[cH:5][cH:6]1.